Dataset: the Open Reaction Database (ORD), a public repository of structured organic reaction records. Task: describe an organic reaction: reactants, conditions, products, and yield Reactants: CC1(C(C2=C(C(=C(C=C2C1)O)Cl)Cl)=O)C1=CC=CC=C1 (2-methyl-2-phenyl-5-hydroxy-6,7-dichloro-1-indanone), [H-].COCCO[Al+]OCCOC.[Na+].[H-] (sodium bis(2-methoxyethoxy) aluminum hydride), Cl (hydrochloric acid), Cl (hydrochloric acid). The solvent is O1CCCC1 (tetrahydrofuran), C1=CC=CC=C1 (benzene), O1CCCC1 (tetrahydrofuran). Reaction conditions: temperature 25 celsius, time 26 hour. Yields the product CC1(C(C2=C(C(=C(C=C2C1)O)Cl)Cl)O)C1=CC=CC=C1 (2-Methyl-2-phenyl-6,7-dichloroindan-1,5-diol). As a reaction SMILES: [CH3:1][C:2]1([C:15]2[CH:20]=[CH:19][CH:18]=[CH:17][CH:16]=2)[CH2:10][C:9]2[C:4](=[C:5]([Cl:13])[C:6]([Cl:12])=[C:7]([OH:11])[CH:8]=2)[C:3]1=[O:14].[H-].COCCO[Al+]OCCOC.[Na+].[H-].Cl>O1CCCC1.C1C=CC=CC=1>[CH3:1][C:2]1([C:15]2[CH:20]=[CH:19][CH:18]=[CH:17][CH:16]=2)[CH2:10][C:9]2[C:4](=[C:5]([Cl:13])[C:6]([Cl:12])=[C:7]([OH:11])[CH:8]=2)[CH:3]1[OH:14] |f:1.2.3.4|. Reported procedure: To a stirred solution of 2-methyl-2-phenyl-5-hydroxy-6,7-dichloro-1-indanone (14.3 g., 0.047 mole) in tetrahydrofuran (150 ml.) under nitrogen is added dropwise over a 10 minute period 70% sodium bis(2-methoxyethoxy) aluminum hydride in benzene (17 ml.) in tetrahydrofuran (50 ml.) while maintaining the reaction temperature at 10°-15° C. The reaction mixture is stirred at 25° C. for 26 hours, cooled to 10° C, slowly treated with 10% hydrochloric acid until frothing ceases, then with 20% hydrochlo... The reactants are C1(=CC=C(C=C1)C(=O)C1=CC=C2N1CCCC2C(=O)[O-])C.[K+] (potassium 3-p-toluoyl-5,6,7,8-tetrahydropyrrolo[1,2-a]pyridine-8-carboxylate), [Cl-].[NH4+] (ammonium chloride), C([O-])([O-])=O.[Ca+2] (calcium carbonate), [Ca] (calcium), C([O-])([O-])=O.[Ca+2] (calcium carbonate), C1(=CC=C(C=C1)C(=O)C1=CC=C2N1CCCC2C(=O)[O-])C.[K+] (potassium 3-p-toluoyl-5,6,7,8-tetrahydropyrrolo[1,2-a]pyridine-8-carboxylate). Solvent: O (water), Cl (hydrochloric acid). Yields the product C1(=CC=C(C=C1)C(=O)C1=CC=C2N1CCCC2C(=O)[O-])C.[Ca+2].C2(=CC=C(C=C2)C(=O)C2=CC=C1N2CCCC1C(=O)[O-])C (calcium 3-p-toluoyl-5,6,7,8-tetrahydropyrrolo[1,2-a]pyridine-8-carboxylate). As a reaction SMILES: [C:1]1([CH3:21])[CH:6]=[CH:5][C:4]([C:7]([C:9]2[N:13]3[CH2:14][CH2:15][CH2:16][CH:17]([C:18]([O-:20])=[O:19])[C:12]3=[CH:11][CH:10]=2)=[O:8])=[CH:3][CH:2]=1.[K+].C(=O)([O-])[O-].[Ca+2:27].[Cl-].[NH4+].[Ca]>Cl.O>[C:1]1([CH3:21])[CH:2]=[CH:3][C:4]([C:7]([C:9]2[N:13]3[CH2:14][CH2:15][CH2:16][CH:17]([C:18]([O-:20])=[O:19])[C:12]3=[CH:11][CH:10]=2)=[O:8])=[CH:5][CH:6]=1.[Ca+2:27].[C:1]1([CH3:21])[CH:2]=[CH:3][C:4]([C:7]([C:9]2[N:13]3[CH2:14][CH2:15][CH2:16][CH:17]([C:18]([O-:20])=[O:19])[C:12]3=[CH:11][CH:10]=2)=[O:8])=[CH:5][CH:6]=1 |f:0.1,2.3,4.5,9.10.11|. Reported procedure: To a solution of 283 mg. of 3-p-toluoyl-5,6,7,8-tetrahydropyrrolo[1,2-a]pyridine-8-carboxylic acid in 10 ml. of methanol is added 1 molar equivalent of potassium hydroxide, in the form of a 0.1 N solution, thus yielding a solution containing potassium 3-p-toluoyl-5,6,7,8-tetrahydropyrrolo[1,2-a]pyridine-8-carboxylate. A solution of 50 mg. of calcium carbonate dissolved in the minimum amount of 1 N hydrochloric acid necessary to effect solution of the calcium carbonate, is buffered with solid amm... The reactants are C(C)(C)(C)OC(=O)N1C(N(C2C1CCC2)CC)=O ((rac)-(3aSR,6aRS)-3-Ethyl-2-oxo-hexahydro-cyclopentaimidazole-1-carboxylic acid tert-butyl ester), FC(C(=O)O)(F)F (trifluoroacetic acid). Run in ClCCl (dichloromethane). Run at time 15 hour. The product is C(C)N1C(NC2C1CCC2)=O ((rac)-(3aRS,6aSR)-1-Ethyl-hexahydro-cyclopentaimidazol-2-one). The yield is 82.6%. As a reaction SMILES: C(OC([N:8]1[CH:12]2[CH2:13][CH2:14][CH2:15][CH:11]2[N:10]([CH2:16][CH3:17])[C:9]1=[O:18])=O)(C)(C)C.FC(F)(F)C(O)=O>ClCCl>[CH2:16]([N:10]1[CH:11]2[CH2:15][CH2:14][CH2:13][CH:12]2[NH:8][C:9]1=[O:18])[CH3:17]. Reported procedure: To a solution of (3aSR,6aRS)-3-methyl-2-oxo-hexahydro-cyclopentaimidazole-1-carboxylic acid tert-butyl ester (Example 1, step 2) (1.60 g, 6.29 mmol) in 15 ml of dichloromethane was added trifluoroacetic acid (5.74 g, 3.9 ml, 50.3 mmol, 8 equiv.) and the yellow solution was stirred for 15 h at room temperature. The reaction mixture was quenched by addition of saturated sodium bicarbonate solution and the pH of the aqueous phase was set to 9. After workup with dichloromethane/water, the organic ph... Starting materials: CCOC(=O)C(Cc1cc(Br)c(O)c(CNC(=O)OC(C)(C)C)c1)OC(C)C, O=C([O-])[O-], CN(C)C=O, CCOC(C)=O, CI, [K+], [K+]. The product is CCOC(=O)C(Cc1cc(Br)c(OC)c(CNC(=O)OC(C)(C)C)c1)OC(C)C. Reaction SMILES: [Br:1][c:2]1[cH:3][c:4]([CH2:18][CH:19]([C:20](=[O:21])[O:22][CH2:23][CH3:24])[O:25][CH:26]([CH3:27])[CH3:28])[cH:5][c:6]([CH2:9][NH:10][C:11](=[O:12])[O:13][C:14]([CH3:15])([CH3:16])[CH3:17])[c:7]1[OH:8].[C:31](=[O:32])([O-:33])[O-:34].[CH3:37][N:38]([CH3:39])[CH:40]=[O:41].[CH3:42][CH2:43][O:44][C:45](=[O:46])[CH3:47].[I:29][CH3:30].[K+:35].[K+:36]>>[Br:1][c:2]1[cH:3][c:4]([CH2:18][CH:19]([C:20](=[O:21])[O:22][CH2:23][CH3:24])[O:25][CH:26]([CH3:27])[CH3:28])[cH:5][c:6]([CH2:9][NH:10][C:11](=[O:12])[O:13][C:14]([CH3:15])([CH3:16])[CH3:17])[c:7]1[O:8][CH3:31]. The reactants are O=C(Cl)OCc1ccccc1, ClCCl, CC12CCC3C(CC=C4CC(O)CCC43C)C1CCC2=O. The product is CC12CCC3C(CC=C4CC(OC(=O)OCc5ccccc5)CCC43C)C1CCC2=O. As a reaction SMILES: [CH2:22]([c:23]1[cH:24][cH:25][cH:26][cH:27][cH:28]1)[O:29][C:30](=[O:31])[Cl:32].[CH2:33]([Cl:34])[Cl:35].[CH:1]12[CH2:2][CH:3]=[C:4]3[CH2:5][CH:6]([OH:7])[CH2:8][CH2:9][C:10]3([CH3:11])[CH:12]1[CH2:13][CH2:14][C:15]1([CH3:16])[C:17](=[O:18])[CH2:19][CH2:20][CH:21]21>>[CH:1]12[CH2:2][CH:3]=[C:4]3[CH2:5][CH:6]([O:7][C:30]([O:29][CH2:22][c:23]4[cH:24][cH:25][cH:26][cH:27][cH:28]4)=[O:31])[CH2:8][CH2:9][C:10]3([CH3:11])[CH:12]1[CH2:13][CH2:14][C:15]1([CH3:16])[C:17](=[O:18])[CH2:19][CH2:20][CH:21]21. The reactants are C(C)N1C2=C(C=3C=CC=CC13)CC1=C(C(=C(N1C2)C)C(=O)OC)C(=O)OC (dimethyl 6-ethyl-3-methyl-6,11-dihydro-5H-indolizino-[6,7-b]indole-1,2-dicarboxylate), [H-].[H-].[H-].[H-].[Li+].[Al+3] (LiAlH4). Product: C(C)N1C2=C(C=3C=CC=CC13)CC1=C(C(=C(N1C2)C)CO)CO ([6-Ethyl-3-methyl-6,11-dihydro-5H-indolizino[6,7-b]indole-1,2-diyl]dimethanol). As a reaction SMILES: [CH2:1]([N:3]1[C:11]2[CH:10]=[CH:9][CH:8]=[CH:7][C:6]=2[C:5]2[CH2:12][C:13]3[N:17]([CH2:18][C:4]1=2)[C:16]([CH3:19])=[C:15]([C:20](OC)=[O:21])[C:14]=3[C:24](OC)=[O:25])[CH3:2].[H-].[H-].[H-].[H-].[Li+].[Al+3]>>[CH2:1]([N:3]1[C:11]2[CH:10]=[CH:9][CH:8]=[CH:7][C:6]=2[C:5]2[CH2:12][C:13]3[N:17]([CH2:18][C:4]1=2)[C:16]([CH3:19])=[C:15]([CH2:20][OH:21])[C:14]=3[CH2:24][OH:25])[CH3:2] |f:1.2.3.4.5.6|. Procedure: Compound BO-1972 was prepared from dimethyl 6-ethyl-3-methyl-6,11-dihydro-5H-indolizino-[6,7-b]indole-1,2-dicarboxylate (3.6 g, 10 mmol) and LiAlH4 (0.92 g, 25 mmol). Yield 2.5 g (80%); mp 216-217° C. 1H NMR (DMSO-d6) δ 1.29 (3H, t, J=7.1 Hz, Me), 2.30 (3H, s, Me), 4.00 (2H, s, CH2), 4.21 (2H, q, J=7.1 Hz, CH2), 4.38 (3H, br s, CH2 and exchangeable, OH), 4.44 (3H, br s, CH2 and exchangeable, OH), 5.13 (2H, s, CH2), 7.04-7.07 (1H, m, ArH), 7.14-7.18 (1H, m, ArH), 7.47-7.49 (1H, m, ArH), 7.53-7.55...